This data is from the Open Reaction Database (ORD), a public repository of structured organic reaction records. The task is: describe an organic reaction: reactants, conditions, products, and yield The reactants are C1(C=CC2=CC=CC=C12)CC=NO (2-(1H-indene-1-yl)acetaldoxime), Cl (HCl), acid, C(#N)[BH3-].[Na+] (sodium cyanoborohydride), CN(C)C=1C=CC(=CC1)N=NC=2C=CC(=CC2)S(=O)(=O)O (Methyl orange), [NH4+].[OH-] (NH4OH). Run in CO (methanol), CO (MeOH), O (water). Yields the product C1(C=CC2=CC=CC=C12)CCNO (N-(2-(1H-indene-1-yl)-ethyl)hydroxylamine). Reaction SMILES: [CH:1]1([CH2:10][CH:11]=[N:12][OH:13])[C:9]2[C:4](=[CH:5][CH:6]=[CH:7][CH:8]=2)[CH:3]=[CH:2]1.C([BH3-])#N.[Na+].CN(C1C=CC(N=NC2C=CC(S(O)(=O)=O)=CC=2)=CC=1)C.Cl.[NH4+].[OH-]>CO.O>[CH:1]1([CH2:10][CH2:11][NH:12][OH:13])[C:9]2[C:4](=[CH:5][CH:6]=[CH:7][CH:8]=2)[CH:3]=[CH:2]1 |f:1.2,5.6|. Procedure details: 2-(1H-indene-1-yl)acetaldoxime (50 mg, 0.29 mmol) was dissolved in methanol (15 ml) and treated with sodium cyanoborohydride (34 mg, 0.54 mmol). Methyl orange indicator (ca 1 mg) was added, and the pH of the mixture adjusted by addition of 1:1 conc. HCl:MeOH to maintain the indicator color slightly to the red side of the turning point. After ca 1 ml of the acid mixture had been added, the indicator remained red. The reaction was made basic with conc. NH4OH, and water was added. The mixture was e... Reaction SMILES: [CH:8]1([CH2:14][CH:15]2[N:16]([C:26](=[O:27])[O:28][C:29]([CH3:30])([CH3:31])[CH3:32])[C:17]([CH3:24])([CH3:25])[O:18][CH:19]2[C:20](=[O:21])[O:22][CH3:23])[CH2:9][CH2:10][CH2:11][CH2:12][CH2:13]1.[Cl-:33].[Li:1][c:2]1[cH:3][cH:4][cH:5][cH:6][cH:7]1.[NH4+:34]>>[c:2]1([C:20]([CH:19]2[CH:15]([CH2:14][CH:8]3[CH2:9][CH2:10][CH2:11][CH2:12][CH2:13]3)[N:16]([C:26](=[O:27])[O:28][C:29]([CH3:30])([CH3:31])[CH3:32])[C:17]([CH3:24])([CH3:25])[O:18]2)=[O:21])[cH:3][cH:4][cH:5][cH:6][cH:7]1. Product: CC(C)(C)OC(=O)N1C(CC2CCCCC2)C(C(=O)c2ccccc2)OC1(C)C. Reactants: COC(=O)C1OC(C)(C)N(C(=O)OC(C)(C)C)C1CC1CCCCC1, [Cl-], [Li]c1ccccc1, [NH4+]. Reactants: S(=O)(=O)([O-])[O-].[Mg+2] (magnesium sulfate), S(O)(O)(=O)=O (sulfuric acid), CC1=CC=C(C=C1)C=1C(=CC=CC1)C(=O)O (4′-methyl-2-biphenylcarboxylic acid), CC1=CC=C(C=C1)C=1C(=CC=CC1)C(=O)O (4′-methyl-2-biphenylcarboxylic acid), C=C(C)C (isobutene). The solvent is C1(=CC=CC=C1)C (toluene), O (water). Reaction conditions: time 2 minute. The product is CC1=CC=C(C=C1)C=1C(=CC=CC1)C(=O)OC(C)(C)C (tert-butyl 4′-methyl-2-biphenylcarboxylate). The yield is 94.7%. Reaction SMILES: S([O-])([O-])(=O)=O.[Mg+2].S(=O)(=O)(O)O.[CH3:12][C:13]1[CH:18]=[CH:17][C:16]([C:19]2[C:20]([C:25]([OH:27])=[O:26])=[CH:21][CH:22]=[CH:23][CH:24]=2)=[CH:15][CH:14]=1.[CH2:28]=[C:29]([CH3:31])[CH3:30]>O.C1(C)C=CC=CC=1>[CH3:12][C:13]1[CH:18]=[CH:17][C:16]([C:19]2[C:20]([C:25]([O:27][C:29]([CH3:31])([CH3:30])[CH3:28])=[O:26])=[CH:21][CH:22]=[CH:23][CH:24]=2)=[CH:15][CH:14]=1 |f:0.1|. Procedure: A 100-ml flask was charged with 5 ml of toluene, 0.24 g (2 mmol) of anhydrous magnesium sulfate and 0.11 ml (2 mmol) of concentrated sulfuric acid, and they were vigorously stirred. To this mixture was added 2.12 g (10 mmol) of 4′-methyl-2-biphenylcarboxylic acid, and isobutene gas (98 mmol) was introduced thereto at a flow rate of 1.2 liter/min for 2 minutes. The resulting mixture was stirred at room temperature for 6 hours. After having confirmed that almost all of the peaks ascribed to 4′-met...